The task is: describe an organic reaction: reactants, conditions, products, and yield. This data is from the Open Reaction Database (ORD), a public repository of structured organic reaction records. Starting materials: C(C)OC(C(=CN(C)C)N1N=NC=C1)=O (3-(Dimethylamino)-2-(1H-1,2,3-triazol-1-yl)acrylic acid ethyl ester), O.C1(=CC=C(C=C1)S(=O)(=O)O)C (p-toluenesulfonic acid monohydrate), O.C1(=CC=C(C=C1)S(=O)(=O)O)C (p-toluenesulfonic acid monohydrate), C(C)OC(C(=CN(C)C)N1N=NC=C1)=O (3-(Dimethylamino)-2-(1H-1,2,3-triazol-1-yl)acrylic acid ethyl ester), N(N)C1=CC(=NC=N1)N1CC(C1)O (1-(6-Hydrazinopyrimidin-4-yl)azetidin-3-ol), C1CCOC1 (THF). Run in C(C)O (ethanol). The product is OC1CN(C1)C1=CC(=NC=N1)N1NC=C(C1=O)N1N=NC=C1 (2-[6-(3-Hydroxyazetidin-1-yl)pyrimidin-4-yl]-4-(1H-1,2,3-triazol-1-yl)-1,2-dihydro-3H-pyrazol-3-one). RXN SMILES: C(O[C:4](=[O:15])[C:5]([N:10]1[CH:14]=[CH:13][N:12]=[N:11]1)=[CH:6][N:7](C)C)C.[NH:16]([C:18]1[N:23]=[CH:22][N:21]=[C:20]([N:24]2[CH2:27][CH:26]([OH:28])[CH2:25]2)[CH:19]=1)N.C1COCC1.O.C1(C)C=CC(S(O)(=O)=O)=CC=1>C(O)C>[OH:28][CH:26]1[CH2:27][N:24]([C:20]2[N:21]=[CH:22][N:23]=[C:18]([N:16]3[C:4](=[O:15])[C:5]([N:10]4[CH:14]=[CH:13][N:12]=[N:11]4)=[CH:6][NH:7]3)[CH:19]=2)[CH2:25]1 |f:3.4|. Procedure: 348 mg (1.7 mmol) of the compound from Example 3A and 300 mg (1.7 mmol) of the compound from Example 11A are initially introduced into a mixture of 6 ml THF and 6 ml ethanol. 63 mg (0.3 mmol) p-toluenesulfonic acid monohydrate are added and the mixture is reacted in a single mode microwave (CEM Explorer) at 130° C. for 1.5 h. The mixture is allowed to cool to RT, a further 50 mg of the compound from Example 3A and a spatula-tip of p-toluenesulfonic acid monohydrate are added and the mixture is h... The reactants are ClC1=C2N=CN(C2=NC(=N1)F)C(C)C (6-chloro-2-fluoro-9-isopropyl-9H-purine), C(C)(C)N(CC)C(C)C (diisopropylethylamine), C1(CCC1)N (cyclobutylamine). Solvent: C(C)O (ethanol). Product: C1(CCC1)NC1=C2N=CN(C2=NC(=N1)F)C(C)C (N-Cyclobutyl-2-fluoro-9-isopropyl-9H-purin-6-amine). Yield: 67.9%. Reaction SMILES: Cl[C:2]1[N:10]=[C:9]([F:11])[N:8]=[C:7]2[C:3]=1[N:4]=[CH:5][N:6]2[CH:12]([CH3:14])[CH3:13].C(N(C(C)C)CC)(C)C.[CH:24]1([NH2:28])[CH2:27][CH2:26][CH2:25]1>C(O)C>[CH:24]1([NH:28][C:2]2[N:10]=[C:9]([F:11])[N:8]=[C:7]3[C:3]=2[N:4]=[CH:5][N:6]3[CH:12]([CH3:14])[CH3:13])[CH2:27][CH2:26][CH2:25]1. Procedure details: 6-chloro-2-fluoro-9-isopropyl-9H-purine (0.3 g, 1.4 mmol), diisopropylethylamine (0.2 g, 1.55 mmol) and cyclobutylamine (0.2 g, 2.8 mmol) were stirred together in ethanol (30 ml) at room temperature for 6 h. Volatiles were removed and the residue taken up in ethyl acetate, washed with water (50 ml), brine (50 ml), dried (MgSO4) and concentrated. The crude was purified by silica gel flash column chromatography (ethyl acetate:hexane 3:2) to give the pure product (237 mg, 68%) δH (CDCl3, 500 MHz) 1...